From a dataset of the Open Reaction Database (ORD), a public repository of structured organic reaction records. describe an organic reaction: reactants, conditions, products, and yield The reactants are CC1(CC=2C(=NC=NC2CC1)N1CCOC2=C(C1)C=C(C=C2)C=2C=C1C(=NC2)N=C(N1COCC[Si](C)(C)C)C)C (4-(6,6-dimethyl-5,6,7,8-tetrahydroquinazolin-4-yl)-7-[2-methyl-1-({[2-(trimethylsilyl)ethyl]oxy}methyl)-1H-imidazo[4,5-b]pyridin-6-yl]-2,3,4,5-tetrahydro-1,4-benzoxazepine), Cl (hydrochloric acid). The solvent is CO (methanol). Yields the product CC1(CC=2C(=NC=NC2CC1)N1CCOC2=C(C1)C=C(C=C2)C=2C=C1C(=NC2)N=C(N1)C)C (4-(6,6-dimethyl-5,6,7,8-tetrahydroquinazolin-4-yl)-7-(2-methyl-1H-imidazo[4,5-b]pyridin-6-yl)-2,3,4,5-tetrahydro-1,4-benzoxazepine). The yield is 66.9%. RXN SMILES: [CH3:1][C:2]1([CH3:41])[CH2:11][CH2:10][C:9]2[N:8]=[CH:7][N:6]=[C:5]([N:12]3[CH2:18][C:17]4[CH:19]=[C:20]([C:23]5[CH:24]=[C:25]6[N:31](COCC[Si](C)(C)C)[C:30]([CH3:40])=[N:29][C:26]6=[N:27][CH:28]=5)[CH:21]=[CH:22][C:16]=4[O:15][CH2:14][CH2:13]3)[C:4]=2[CH2:3]1.Cl>CO>[CH3:1][C:2]1([CH3:41])[CH2:11][CH2:10][C:9]2[N:8]=[CH:7][N:6]=[C:5]([N:12]3[CH2:18][C:17]4[CH:19]=[C:20]([C:23]5[CH:24]=[C:25]6[NH:31][C:30]([CH3:40])=[N:29][C:26]6=[N:27][CH:28]=5)[CH:21]=[CH:22][C:16]=4[O:15][CH2:14][CH2:13]3)[C:4]=2[CH2:3]1. Reported procedure: A solution of 4-(6,6-dimethyl-5,6,7,8-tetrahydroquinazolin-4-yl)-7-[2-methyl-1-({[2-(trimethylsilyl)ethyl]oxy}methyl)-1H-imidazo[4,5-b]pyridin-6-yl]-2,3,4,5-tetrahydro-1,4-benzoxazepine (0.54 g, 0.95 mmol) in a mixture of methanol (30 mL) and concentrated hydrochloric acid (1 mL) was stirred at reflux for 16 hours. On cooling to room temperature the solution was concentrated and the pH was adjusted to ˜9 by the addition of 50% aqueous sodium hydroxide and diluted with ethyl acetate (100 mL). The...